describe an organic reaction: reactants, conditions, products, and yield From a dataset of the Open Reaction Database (ORD), a public repository of structured organic reaction records. Starting materials: C(C)OC([C@@H](NC(=O)C=1SC(=CC1)N)CCC(=O)OCC)=O (N-(5-aminothiophene-2-carbonyl)-L-glutamic acid diethyl ester), CCN(C(C)C)C(C)C ((i-Pr)2NEt), COS(=O)(=O)OC (Me2SO4). The solvent is CN(C=O)C (N,N-dimethylformamide). Conditions: temperature 60 celsius, time 42 hour. The product is C(C)OC([C@@H](NC(=O)C=1SC(=CC1)NC)CCC(=O)OCC)=O (N-[5-(methylamino)thiophene-2-carbonyl]-L-glutamic acid diethyl ester). Isolated yield 15.5%. RXN SMILES: [CH2:1]([O:3][C:4](=[O:22])[C@H:5]([CH2:15][CH2:16][C:17]([O:19][CH2:20][CH3:21])=[O:18])[NH:6][C:7]([C:9]1[S:10][C:11]([NH2:14])=[CH:12][CH:13]=1)=[O:8])[CH3:2].[CH3:23]CN(C(C)C)C(C)C.COS(OC)(=O)=O>CN(C)C=O>[CH2:1]([O:3][C:4](=[O:22])[C@H:5]([CH2:15][CH2:16][C:17]([O:19][CH2:20][CH3:21])=[O:18])[NH:6][C:7]([C:9]1[S:10][C:11]([NH:14][CH3:23])=[CH:12][CH:13]=1)=[O:8])[CH3:2]. Procedure details: A solution containing N-(5-aminothiophene-2-carbonyl)-L-glutamic acid diethyl ester (III-3 where R2 is H) (1.78 g, 5.42 mmol), (i-Pr)2NEt (1.0 mL, 0.74 g, 5.7 mmol), and Me2SO4 (0.59 mL, 0.79 g, 6.2 mmol) in 20 mL N,N-dimethylformamide (DMF) was warmed at 60° C. for 2 hours, then left at 20°-25° C. for 42 hours. The solution was evaporated in vacuo (1 mm, bath 25°-30° C.), and the residue was dissolved in EtOAc-cyclohexane (1:1 by volume) for application to a silica gel column. Elution by the sa... Reactants: [Cl-].[Na+] (sodium chloride), NC1=CC=C(C(=O)NCC(=O)OCC)C=C1 (ethyl 4-aminobenzamidoacetate), [Na] (sodium), C[O-].[Na+] (sodium methylate), Cl.NO (hydroxylamine hydrochloride). Run in CO (methanol), CO (methanol). The product is Cl.NC1=CC=C(C(=O)NCC(=O)NO)C=C1 (4-Amino-benzamido-acetohydroxamic acid hydrochloride). Yield: 72.0%. As a reaction SMILES: [Na].C[O-].[Na+].[ClH:5].[NH2:6][OH:7].[Cl-].[Na+].[NH2:10][C:11]1[CH:25]=[CH:24][C:14]([C:15]([NH:17][CH2:18][C:19](OCC)=[O:20])=[O:16])=[CH:13][CH:12]=1>CO>[ClH:5].[NH2:10][C:11]1[CH:25]=[CH:24][C:14]([C:15]([NH:17][CH2:18][C:19]([NH:6][OH:7])=[O:20])=[O:16])=[CH:13][CH:12]=1 |f:1.2,3.4,5.6,9.10,^1:0|. Reported procedure: 5.75 g (0.25 gram atom) of sodium are added in small pieces to 150 ml of anhydrous methanol, and this cold solution of sodium methylate is then poured into a solution of 10.5 g (0.15 mol) of hydroxylamine hydrochloride in 100 ml of anhydrous methanol. The mixture is stirred for half an hour in the cold, the sodium chloride precipitate is filtered off and 22.2 g (0.1 mol) of ethyl 4-aminobenzamidoacetate are added to the filtrate; after leaving the reactants in contact overnight, the mixture is e...